Dataset: the Open Reaction Database (ORD), a public repository of structured organic reaction records. Task: describe an organic reaction: reactants, conditions, products, and yield The reactants are C([O-])(O)=O.[Na+] (sodium bicarbonate), ClC=1C=CC2=C(C(=NC3=C(S2)C=CC=C3)N3CCN(CC3)C)C1 (2-chloro-11-(4-methyl-1-piperazinyl)dibenzo[b,f][1,4]thiazepine), ClC(=O)OCC (ethyl chloroformate), Ice water. Isolated yield 69.6%. Solvent: C1(=CC=CC=C1)C (toluene). Procedure details: A mixture of 0.86 g of 2-chloro-11-(4-methyl-1-piperazinyl)dibenzo[b,f][1,4]thiazepine and 0.81 g of ethyl chloroformate in 5 ml of toluene was refluxed for 5 hrs. Ice water was added to the reaction mixture and made alkaline with sodium bicarbonate. The mixture was extracted with methylene chloride and the methylene chloride layer was washed with water, dried and concentrated. The residue was chromatographed on silica gel using methylene chloride as an eluent to give 0.70 g of colorless crystal... Product: ClC=1C=CC2=C(C(=NC3=C(S2)C=CC=C3)N3CCN(CC3)C(=O)OCC)C1 (Ethyl 4-(2-Chlorodibenzo [b,f][1,4]thiazepin-11-yl)-1-piperazinecarboxylate). As a reaction SMILES: [Cl:1][C:2]1[CH:3]=[CH:4][C:5]2[S:11][C:10]3[CH:12]=[CH:13][CH:14]=[CH:15][C:9]=3[N:8]=[C:7]([N:16]3[CH2:21][CH2:20][N:19](C)[CH2:18][CH2:17]3)[C:6]=2[CH:23]=1.Cl[C:25]([O:27][CH2:28][CH3:29])=[O:26].C(=O)(O)[O-].[Na+]>C1(C)C=CC=CC=1>[Cl:1][C:2]1[CH:3]=[CH:4][C:5]2[S:11][C:10]3[CH:12]=[CH:13][CH:14]=[CH:15][C:9]=3[N:8]=[C:7]([N:16]3[CH2:21][CH2:20][N:19]([C:25]([O:27][CH2:28][CH3:29])=[O:26])[CH2:18][CH2:17]3)[C:6]=2[CH:23]=1 |f:2.3|. Starting materials: (t-butylamido)dimethyl(η5-tetramethylcyclopentadienyl)silanetitanium, trispentafluorophenylborane, C=CCCCCCC (1-octene), C=C (ethylene), [H][H] (Hydrogen), C=C (ethylene), [Al] (aluminum). The solvent is alkanes. Run at time 3 minute. Yields the product C=C.C=CCCCCCC (Ethylene/1-Octene). As a reaction SMILES: [CH2:1]=[CH:2][CH2:3][CH2:4][CH2:5][CH2:6][CH2:7][CH3:8].[H][H].C=C.[Al]>>[CH2:1]=[CH2:2].[CH2:1]=[CH:2][CH2:3][CH2:4][CH2:5][CH2:6][CH2:7][CH3:8] |f:4.5|. Reported procedure: A stirred 3.8 liter reactor was charged with 1450 g of Isopar-E™ mixed alkanes solvent (available from Exxon Chemicals Inc.) and 126 g of 1-octene comonomer. Hydrogen (10 mMol) was added as a molecular weight control agent using a mass flow meter. The reactor was heated to the polymerization temperature of 130° C. and saturated with ethylene at 450 psig (3.1 MPa). Catalyst, (t-butylamido)dimethyl(η5-tetramethylcyclopentadienyl)silanetitanium (II) η4-1,3-pentadiene (A), and cocatalyst, trispentaf... Starting materials: FC(C(F)F)(S(=O)(=O)[O-])F.[K+] (Potassium 1,1,2,2-tetrafluoroethanesulfonate), [Cl-].C(CCCCCCCCCCC)[N+]1=CN(C=C1)C (1-Dodecyl-3-methylimidazolium chloride), [Cl-].C(CCCCCCCCCCC)[N+]1=CN(C=C1)C (1-dodecyl-3-methylimidazolium chloride). The solvent is CC(=O)C (acetone), CC(=O)C (acetone). Run at temperature 60 celsius. Product: FC(C(F)F)(S(=O)(=O)[O-])F.C(CCCCCCCCCCC)[N+]1=CN(C=C1)C (1-dodecyl-3-methylimidazolium 1,1,2,2-tetrafluoroethanesulfonate). Reaction SMILES: [Cl-].[CH2:2]([N+:14]1[CH:18]=[CH:17][N:16]([CH3:19])[CH:15]=1)[CH2:3][CH2:4][CH2:5][CH2:6][CH2:7][CH2:8][CH2:9][CH2:10][CH2:11][CH2:12][CH3:13].[F:20][C:21]([F:29])([S:25]([O-:28])(=[O:27])=[O:26])[CH:22]([F:24])[F:23].[K+]>CC(C)=O>[F:20][C:21]([F:29])([S:25]([O-:28])(=[O:27])=[O:26])[CH:22]([F:24])[F:23].[CH2:2]([N+:14]1[CH:18]=[CH:17][N:16]([CH3:19])[CH:15]=1)[CH2:3][CH2:4][CH2:5][CH2:6][CH2:7][CH2:8][CH2:9][CH2:10][CH2:11][CH2:12][CH3:13] |f:0.1,2.3,5.6|. Procedure: 1-Dodecyl-3-methylimidazolium chloride (34.16 g, 0.119 moles) was partially dissolved in reagent-grade acetone (400 ml) in a large round-bottomed flask and stirred vigorously. Potassium 1,1,2,2-tetrafluoroethanesulfonate (TFES-K, 26.24 g, 0.119 moles) was added to reagent grade acetone (400 ml) in a separate round-bottomed flask, and this solution was carefully added to the 1-dodecyl-3-methylimidazolium chloride solution. The reaction mixture was heated at 60 degrees C. under reflux for approxim... Starting materials: CCO, CCOC(=O)C=C(COCc1cc(C(F)(F)F)cc(C(F)(F)F)c1)c1ccccc1, [H][H]. Product: CCOC(=O)CC(COCc1cc(C(F)(F)F)cc(C(F)(F)F)c1)c1ccccc1. RXN SMILES: [CH3:33][CH2:34][OH:35].[F:1][C:2]([c:3]1[cH:4][c:5]([CH2:6][O:7][CH2:8][C:9](=[CH:10][C:11](=[O:12])[O:13][CH2:14][CH3:15])[c:16]2[cH:17][cH:18][cH:19][cH:20][cH:21]2)[cH:22][c:23]([C:25]([F:26])([F:27])[F:28])[cH:24]1)([F:29])[F:30].[H:31][H:32]>>[F:1][C:2]([c:3]1[cH:4][c:5]([CH2:6][O:7][CH2:8][CH:9]([CH2:10][C:11](=[O:12])[O:13][CH2:14][CH3:15])[c:16]2[cH:17][cH:18][cH:19][cH:20][cH:21]2)[cH:22][c:23]([C:25]([F:26])([F:27])[F:28])[cH:24]1)([F:29])[F:30].